This data is from the Open Reaction Database (ORD), a public repository of structured organic reaction records. The task is: describe an organic reaction: reactants, conditions, products, and yield Starting materials: CC#N, NC(=O)c1ccc(Cl)nc1N1CCOCC1, N#Cc1ccc(Cl)nc1N1CCOCC1, O=P(Cl)(Cl)Cl, c1ccncc1. Product: NC(=O)c1ccc(Cl)nc1Cl. Reaction SMILES: [CH3:43][C:44]#[N:45].[Cl:16][c:17]1[n:18][c:19]([N:26]2[CH2:27][CH2:28][O:29][CH2:30][CH2:31]2)[c:20]([C:21](=[O:22])[NH2:23])[cH:24][cH:25]1.[Cl:1][c:2]1[cH:3][cH:4][c:5]([C:6]#[N:7])[c:8]([N:9]2[CH2:10][CH2:11][O:12][CH2:13][CH2:14]2)[n:15]1.[P:32]([Cl:33])([Cl:34])([Cl:35])=[O:36].[cH:37]1[cH:38][cH:39][n:40][cH:41][cH:42]1>>[Cl:1][c:19]1[n:18][c:17]([Cl:16])[cH:25][cH:24][c:20]1[C:21](=[O:22])[NH2:23].